This data is from the Open Reaction Database (ORD), a public repository of structured organic reaction records. The task is: describe an organic reaction: reactants, conditions, products, and yield Starting materials: O=C(O)c1cc(=O)[nH]c(=O)[nH]1, CS(C)=O, C12C3C4C5C1[Fe]23451678C2C1C6C7C28, FC(F)(F)I, OO, O=S(=O)(O)O. The product is O=C(O)c1[nH]c(=O)[nH]c(=O)c1C(F)(F)F. Reaction SMILES: [C:1](=[O:2])([OH:3])[c:4]1[cH:5][c:6](=[O:11])[nH:7][c:8](=[O:10])[nH:9]1.[CH3:35][S:36](=[O:37])[CH3:38].[CH:24]12[Fe:25]3456789([CH:26]%10[CH:27]3[CH:28]4[CH:29]5[CH:30]6%10)[CH:31]([CH:32]17)[CH:33]8[CH:34]29.[F:17][C:18]([F:19])([F:20])[I:21].[OH:22][OH:23].[S:12](=[O:13])(=[O:14])([OH:15])[OH:16]>>[C:1](=[O:2])([OH:3])[c:4]1[c:5]([C:18]([F:17])([F:19])[F:20])[c:6](=[O:11])[nH:7][c:8](=[O:10])[nH:9]1. The reactants are C(C)(C)(C)OC(=O)NCCCCC(=O)O (5-t-butoxycarbonylaminovaleric acid), CCN=C=NCCCN(C)C.Cl (WSCI hydrochloride), C=1C=CC2=C(C1)N=NN2O (HOBt), 4-amino-3-propylaminobenzoic acid methyl. Solvent: C(Cl)(Cl)Cl (chloroform). Run at time 30 minute. The product is COC(C1=CC(=C(C=C1)NC(CCCCNC(=O)OC(C)(C)C)=O)NCCC)=O (4-(5-t-butoxycarbonylamino pentanoylamino)-3-propylaminobenzoic acid methyl ester). Yield: 100.3%. As a reaction SMILES: [C:1]([O:5][C:6]([NH:8][CH2:9][CH2:10][CH2:11][CH2:12][C:13]([OH:15])=O)=[O:7])([CH3:4])([CH3:3])[CH3:2].CCN=C=N[CH2:21][CH2:22][CH2:23][N:24]([CH3:26])C.Cl.[CH:28]1[CH:29]=[CH:30][C:31]2N(O)N=[N:34][C:32]=2C=1>C(Cl)(Cl)Cl>[CH3:1][O:5][C:6](=[O:7])[C:29]1[CH:30]=[CH:31][C:32]([NH:34][C:13](=[O:15])[CH2:12][CH2:11][CH2:10][CH2:9][NH:8][C:6]([O:5][C:1]([CH3:2])([CH3:3])[CH3:4])=[O:7])=[C:26]([NH:24][CH2:23][CH2:22][CH3:21])[CH:28]=1 |f:1.2|. Procedure details: In chloroform (10 ml), 5-t-butoxycarbonylaminovaleric acid (574 mg), WSCI hydrochloride (690 mg), and HOBt (487 mg) were dissolved. Then, the resulting solution was stirred at room temperature for 30 minutes. The solution was added with 4-amino-3-propylaminobenzoic acid methyl (503 mg) and stirred overnight at room temperature. After completion of the reaction, the solvent was distilled off under reduced pressure and the residue was then dissolved in chloroform. After having been washed with a s... Starting materials: O1CCCC1 (THF), OC(CN1CCCCC1)(C(C)=O)C1=CC=CC=C1 (2-Hydroxy-2-phenyl-1-piperidino-3-butanone), O1CCCC1 (tetrahydrofuran), pyrrolidone hydrotribromide. The solvent is CCOCC (Ether). Yields the product BrCC(C(CN1CCCCC1)(C1=CC=CC=C1)O)=O (4-bromo-2-hydroxy-2-phenyl 1-piperidino-3-butanone). Reaction SMILES: [OH:1][C:2]([C:13]1[CH:18]=[CH:17][CH:16]=[CH:15][CH:14]=1)([C:10](=[O:12])[CH3:11])[CH2:3][N:4]1[CH2:9][CH2:8][CH2:7][CH2:6][CH2:5]1.O1CCCC1.C1CNC(=O)C1.[Br:30][Br-]Br>CCOCC>[Br:30][CH2:11][C:10](=[O:12])[C:2]([OH:1])([C:13]1[CH:14]=[CH:15][CH:16]=[CH:17][CH:18]=1)[CH2:3][N:4]1[CH2:5][CH2:6][CH2:7][CH2:8][CH2:9]1 |f:2.3|. Procedure: 2-Hydroxy-2-phenyl-1-piperidino-3-butanone (2.47 g, 10 mmole) is added to 50 mL of dry tetrahydrofuran (THF). The solution is stirred and a solution of pyrrolidone hydrotribromide (5 g, 10 mmole) in 100 mL of dry. THF is added dropwise over a period of 2 hours. After being refluxed for 4 hours, the reaction mixture is allowed to cool. Ether is added and the solution washed twice with water and dried over magnesium sulfate. The solvent is removed under reduced pressure and the product purified by... The reactants are O=C([O-])[O-], CC#N, [Cl-], Cc1cc(Nc2nc(Nc3cc(C)c(C4CCNCC4)cc3F)ncc2Cl)n[nH]1, N#CCCl, [Cs+], [Cs+], [NH4+]. The product is Cc1cc(Nc2nc(Nc3cc(C)c(C4CCN(CC#N)CC4)cc3F)ncc2Cl)n[nH]1. RXN SMILES: [C:30](=[O:31])([O-:32])[O-:33].[CH3:42][C:43]#[N:44].[Cl-:40].[Cl:1][c:2]1[c:3]([NH:23][c:24]2[n:25][nH:26][c:27]([CH3:29])[cH:28]2)[n:4][c:5]([NH:8][c:9]2[c:10]([F:22])[cH:11][c:12]([CH:16]3[CH2:17][CH2:18][NH:19][CH2:20][CH2:21]3)[c:13]([CH3:15])[cH:14]2)[n:6][cH:7]1.[Cl:36][CH2:37][C:38]#[N:39].[Cs+:34].[Cs+:35].[NH4+:41]>>[Cl:1][c:2]1[c:3]([NH:23][c:24]2[n:25][nH:26][c:27]([CH3:29])[cH:28]2)[n:4][c:5]([NH:8][c:9]2[c:10]([F:22])[cH:11][c:12]([CH:16]3[CH2:17][CH2:18][N:19]([CH2:37][C:38]#[N:39])[CH2:20][CH2:21]3)[c:13]([CH3:15])[cH:14]2)[n:6][cH:7]1. The reactants are O1C(C(CC2=CC=CC=C12)O)C1=CC=CC=C1 (3-flavanol), (2,3-Cis)-5,7-dimethyl-2-(3,4,5-tribenzyloxyphenyl)chroman-3-ol, CCC([BH-](C(CC)C)C(CC)C)C.[Li+] (L-selectride), CC1=C2CC(C(OC2=CC(=C1)C)C1=CC(=C(C(=C1)OCC1=CC=CC=C1)OCC1=CC=CC=C1)OCC1=CC=CC=C1)=O (5,7-dimethyl-2-(3,4,5-tribenzyloxyphenyl)-2H-chromen-3(4H)-one). Yields the product O1[C@H]([C@H](CC2=CC=CC=C12)O)C1=CC=CC=C1 (cis 3-flavanol), oil. The yield is 62.0%. As a reaction SMILES: CCC(C)[BH-](C(C)CC)C(C)CC.[Li+].C[C:16]1[CH:25]=[C:24](C)[CH:23]=[C:22]2[C:17]=1[CH2:18][C:19](=[O:57])[CH:20]([C:27]1[CH:32]=[C:31](OCC3C=CC=CC=3)[C:30](OCC3C=CC=CC=3)=[C:29](OCC3C=CC=CC=3)[CH:28]=1)[O:21]2.O1C2C(=CC=CC=2)CC(O)C1C1C=CC=CC=1>>[O:21]1[C:22]2[C:17](=[CH:16][CH:25]=[CH:24][CH:23]=2)[CH2:18][C@H:19]([OH:57])[C@@H:20]1[C:27]1[CH:32]=[CH:31][CH:30]=[CH:29][CH:28]=1 |f:0.1|. Procedure: Preparation of (2,3-Cis)-5,7-dimethyl-2-(3,4,5-tribenzyloxyphenyl)chroman-3-ol (30): The cis 3-flavanol 30 was synthesized by the stereoselective L-selectride reduction of the 3-flavanone 29 in the same manner as given for 3-flavanol 23 (Scheme 3). The final product was obtained as a colorless oil (62% yield), after flash chromatography on silica gel using 20% of ethyl acetate in hexanes. 1H NMR (300 MHz, CDCl3): δ 1.73 (s, 1H, OH), 2.20 (s, 3H, CH3, 2.27 (s, 3H, CH3), 2.83 (d, J=17.1 Hz, 1H, 4-... Reactants: C(C)OC(CCN)OCC (3-aminopropanal diethylacetal), C(C)(=O)OC(C)=O (acetic anhydride). Run in N1=CC=CC=C1 (pyridine). Yields the product C(C)OC(CCNC(C)=O)OCC (3-acetamidopropanal diethylacetal). As a reaction SMILES: [CH2:1]([O:3][CH:4]([O:8][CH2:9][CH3:10])[CH2:5][CH2:6][NH2:7])[CH3:2].[C:11](OC(=O)C)(=[O:13])[CH3:12]>N1C=CC=CC=1>[CH2:1]([O:3][CH:4]([O:8][CH2:9][CH3:10])[CH2:5][CH2:6][NH:7][C:11](=[O:13])[CH3:12])[CH3:2]. Procedure: In similar manner, treat 3-aminopropanal diethylacetal with acetic anhydride in pyridine, then treat resulting 3-acetamidopropanal diethylacetal with acid to obtain 3-acetamidopropanal. Reactants: [BH4-], Cc1cccc(Oc2cccc(C=O)c2)c1, COCCOC, Cl, [Na+], C1CCOC1. Product: Cc1cccc(Oc2cccc(CO)c2)c1. Reaction SMILES: [BH4-:17].[CH3:1][c:2]1[cH:3][c:4]([O:5][c:6]2[cH:7][c:8]([CH:9]=[O:10])[cH:11][cH:12][cH:13]2)[cH:14][cH:15][cH:16]1.[CH3:20][O:21][CH2:22][CH2:23][O:24][CH3:25].[ClH:19].[Na+:18].[O:26]1[CH2:27][CH2:28][CH2:29][CH2:30]1>>[CH3:1][c:2]1[cH:3][c:4]([O:5][c:6]2[cH:7][c:8]([CH2:9][OH:10])[cH:11][cH:12][cH:13]2)[cH:14][cH:15][cH:16]1. The reactants are NC1=C2C=CN=CC2=CC=C1 (5-Aminoisoquinoline), [I-].CSC=1SC[C@H]2[N+]1CC=1C=CC=CC1C2 ((S)-3-methylthio-1,5,10,10a-tetrahydrothiazolo[3,4-b]isoquinolinium iodide). The solvent is N1=CC=CC=C1 (pyridine). Conditions: temperature 5 celsius, time 5 hour. The product is C1=NC=CC2=C(C=CC=C12)N=C1SC[C@H]2N1CC=1C=CC=CC1C2 ((S)-3-(isoquinol-5-ylimino)-1,5,10,10a-tetrahydrothiazolo[3,4-b] isoquinoline). Yield: 78.3%. Reaction SMILES: [NH2:1][C:2]1[CH:11]=[CH:10][CH:9]=[C:8]2[C:3]=1[CH:4]=[CH:5][N:6]=[CH:7]2.[I-].CS[C:15]1[S:16][CH2:17][C@@H:18]2[CH2:27][C:26]3[CH:25]=[CH:24][CH:23]=[CH:22][C:21]=3[CH2:20][N+:19]=12>N1C=CC=CC=1>[CH:7]1[C:8]2[C:3](=[C:2]([N:1]=[C:15]3[N:19]4[CH2:20][C:21]5[CH:22]=[CH:23][CH:24]=[CH:25][C:26]=5[CH2:27][C@H:18]4[CH2:17][S:16]3)[CH:11]=[CH:10][CH:9]=2)[CH:4]=[CH:5][N:6]=1 |f:1.2|. Reported procedure: 5-Aminoisoquinoline (10.8 g.) is added to a solution of (S)-3-methylthio-1,5,10,10a-tetrahydrothiazolo[3,4-b]isoquinolinium iodide (18.2 g.) in pyridine (500 cc.). After 5 hours at a temperature of about 20° C., solution is complete and the reaction is allowed to continue for 10 hours. The solution is concentrated to dryness under reduced pressure (25 mm.Hg) at 60° C. The residue is dissolved in a mixture consisting of N sodium hydroxide solution (250 cc.) and methylene chloride (250 cc.). The o... Starting materials: ClC(=O)OCC (ethyl chloroformate), COC1=CC=C(C(=O)O)C=C1 (4-methoxybenzoic acid), Cl.NC=1C=C(C(CNC(C)(C)C)O)C=CC1O (3-amino-4-hydroxy-α-(tert.butylaminomethyl)benzylalcohol hydrochloride). Solvent: CC(=O)C (acetone), CC(=O)C (acetone), O (water). Conditions: temperature -15 celsius, time 30 minute. Product: Cl.COC1=CC=C(C(=O)NC=2C=C(C(CNC(C)(C)C)O)C=CC2O)C=C1 (3-(4-Methoxybenzamido)-4-hydroxy-α-(tert.butylaminomethyl)-benzylalcohol hydrochloride). As a reaction SMILES: [CH3:1][O:2][C:3]1[CH:11]=[CH:10][C:6]([C:7]([OH:9])=O)=[CH:5][CH:4]=1.[Cl:12]C(OCC)=O.Cl.[NH2:19][C:20]1[CH:21]=[C:22]([CH:31]=[CH:32][C:33]=1[OH:34])[CH:23]([OH:30])[CH2:24][NH:25][C:26]([CH3:29])([CH3:28])[CH3:27]>CC(C)=O.O>[ClH:12].[CH3:1][O:2][C:3]1[CH:4]=[CH:5][C:6]([C:7]([NH:19][C:20]2[CH:21]=[C:22]([CH:31]=[CH:32][C:33]=2[OH:34])[CH:23]([OH:30])[CH2:24][NH:25][C:26]([CH3:29])([CH3:28])[CH3:27])=[O:9])=[CH:10][CH:11]=1 |f:2.3,6.7|. Procedure details: A solution of 4-methoxybenzoic acid (0.76 g, 0.0050 mole) and of triethyl amino (0.70 ml, 0.0050 mole) in dry acetone (8 ml) was cooled to -15° C and ethyl chloroformate (0.54 g, 0.0050 mole) was added dropwise. The mixture was stirred 30 minutes at -15° C, and 30 minutes at 0° C, and then cooled to -15° C. A solution of 3-amino-4-hydroxy-α-(tert.butylaminomethyl)benzylalcohol hydrochloride in acetone (10 ml) and water (1.7 ml) was cooled to -15° C and added to the reaction mixture in one portio...